From a dataset of the Open Reaction Database (ORD), a public repository of structured organic reaction records. describe an organic reaction: reactants, conditions, products, and yield The reactants are COC(=O)Cc1cc(OC(F)F)c(OC)cc1Br, CO, Cl, [Li+], [OH-], O. Yields the product COc1cc(Br)c(CC(=O)O)cc1OC(F)F. Reaction SMILES: [CH3:1][O:2][C:3]([CH2:4][c:5]1[c:6]([Br:17])[cH:7][c:8]([O:15][CH3:16])[c:9]([O:11][CH:12]([F:13])[F:14])[cH:10]1)=[O:18].[CH3:22][OH:23].[ClH:21].[Li+:19].[OH-:20].[OH2:24]>>[O:2]=[C:3]([CH2:4][c:5]1[c:6]([Br:17])[cH:7][c:8]([O:15][CH3:16])[c:9]([O:11][CH:12]([F:13])[F:14])[cH:10]1)[OH:18]. The reactants are C(C)(C)(C)OC(=O)N1C(CCCC1)CCOC1=C(C(NC2=CC(=C(C=C12)N=C=S)Cl)=O)C1=CC(=CC(=C1)C)C (2-{2-[7-chloro-3-(3,5-dimethylphenyl)-6-isothiocyanato-2-oxo-1,2-dihydroquinolin-4-yloxy]-ethyl}-piperidine-1-carboxylic acid tert-butyl ester), NC1=NC=NC=C1N (4,5-diaminopyrimidine). The reagents and catalysts are [Hg]=O (mercury(II) oxide). Conditions: time 48 hour. Yields the product N (ammonia), C(C)(C)(C)OC(=O)N1C(CCCC1)CCOC1=C(C(NC2=CC(=C(C=C12)NC=1NC2=NC=NC=C2N1)Cl)=O)C1=CC(=CC(=C1)C)C (2-{2-[7-chloro-3-(3,5-dimethylphenyl)-2-oxo-6-(9H-purin-8-ylamino)-1,2-dihydroquinolin-4-yloxy]-ethyl}-piperidine-1-carboxylic acid tert-butyl ester). Isolated yield 8.4%. Reaction SMILES: [C:1]([O:5][C:6]([N:8]1[CH2:13][CH2:12][CH2:11][CH2:10][CH:9]1[CH2:14][CH2:15][O:16][C:17]1[C:26]2[C:21](=[CH:22][C:23]([Cl:30])=[C:24]([N:27]=[C:28]=S)[CH:25]=2)[NH:20][C:19](=[O:31])[C:18]=1[C:32]1[CH:37]=[C:36]([CH3:38])[CH:35]=[C:34]([CH3:39])[CH:33]=1)=[O:7])([CH3:4])([CH3:3])[CH3:2].[NH2:40][C:41]1[C:46]([NH2:47])=[CH:45][N:44]=[CH:43][N:42]=1>[Hg]=O>[NH3:8].[C:1]([O:5][C:6]([N:8]1[CH2:13][CH2:12][CH2:11][CH2:10][CH:9]1[CH2:14][CH2:15][O:16][C:17]1[C:26]2[C:21](=[CH:22][C:23]([Cl:30])=[C:24]([NH:27][C:28]3[NH:40][C:41]4[C:46]([N:47]=3)=[CH:45][N:44]=[CH:43][N:42]=4)[CH:25]=2)[NH:20][C:19](=[O:31])[C:18]=1[C:32]1[CH:37]=[C:36]([CH3:38])[CH:35]=[C:34]([CH3:39])[CH:33]=1)=[O:7])([CH3:4])([CH3:3])[CH3:2]. Procedure details: To a solution of 2-{2-[7-chloro-3-(3,5-dimethylphenyl)-6-isothiocyanato-2-oxo-1,2-dihydroquinolin-4-yloxy]-ethyl}-piperidine-1-carboxylic acid tert-butyl ester (210 mg in 5 mL toluene) was added 250 mg mercury(II) oxide followed by 130 mg 4,5-diaminopyrimidine and the mixture heated to reflux on an oil bath. After 48 hours, the mixture was cooled to room temperature and the reaction quenched by the addition of 2N hydrochloric acid (4 mL). The solvents were removed in vacuo and the residue treate... The reactants are O=C1CCC(=O)N1Br, O=C(OOC(=O)c1ccccc1)c1ccccc1, ClC(Cl)(Cl)Cl, C1N2CN3CN1CN(C2)C3, Cc1cc2ccccc2cc1C, ClC(Cl)Cl. Product: Cc1cc2ccccc2cc1C=O. Reaction SMILES: [Br:13][N:14]1[C:15](=[O:17])[CH2:18][CH2:19][C:20]1=[O:16].[C:21]([O:22][O:23][C:24](=[O:25])[c:26]1[cH:27][cH:28][cH:29][cH:30][cH:31]1)(=[O:32])[c:33]1[cH:34][cH:35][cH:36][cH:37][cH:38]1.[C:49]([Cl:50])([Cl:51])([Cl:52])[Cl:53].[CH2:39]1[N:40]2[CH2:41][N:42]3[CH2:43][N:44]([CH2:45]2)[CH2:46][N:47]1[CH2:48]3.[CH3:1][c:2]1[cH:3][c:4]2[cH:5][cH:6][cH:7][cH:8][c:9]2[cH:10][c:11]1[CH3:12].[CH:54]([Cl:55])([Cl:56])[Cl:57]>>[CH:1]([c:2]1[cH:3][c:4]2[cH:5][cH:6][cH:7][cH:8][c:9]2[cH:10][c:11]1[CH3:12])=[O:16]. The reactants are CC(C)(C)OC(=O)NC(C)(C)C(=O)O, CC(C)CC(N)C(=O)NC1Cc2cccc(N3CCCC3=O)c2N(Cc2ccsc2)C1=O. Yields the product CC(C)CC(NC(=O)C(C)(C)NC(=O)OC(C)(C)C)C(=O)NC1Cc2cccc(N3CCCC3=O)c2N(Cc2ccsc2)C1=O. RXN SMILES: [C:33]([CH3:34])([CH3:35])([CH3:36])[O:37][C:38](=[O:39])[NH:40][C:41]([C:42](=[O:43])[OH:44])([CH3:45])[CH3:46].[NH2:1][CH:2]([C:3](=[O:4])[NH:5][CH:6]1[C:7](=[O:28])[N:8]([CH2:22][c:23]2[cH:24][s:25][cH:26][cH:27]2)[c:9]2[c:10]([N:16]3[C:17](=[O:21])[CH2:18][CH2:19][CH2:20]3)[cH:11][cH:12][cH:13][c:14]2[CH2:15]1)[CH2:29][CH:30]([CH3:31])[CH3:32]>>[NH:1]([CH:2]([C:3](=[O:4])[NH:5][CH:6]1[C:7](=[O:28])[N:8]([CH2:22][c:23]2[cH:24][s:25][cH:26][cH:27]2)[c:9]2[c:10]([N:16]3[C:17](=[O:21])[CH2:18][CH2:19][CH2:20]3)[cH:11][cH:12][cH:13][c:14]2[CH2:15]1)[CH2:29][CH:30]([CH3:31])[CH3:32])[C:42]([C:41]([NH:40][C:38]([O:37][C:33]([CH3:34])([CH3:35])[CH3:36])=[O:39])([CH3:45])[CH3:46])=[O:43]. Reactants: OC1=CC=C(C=C1)C1=CC=C(C(=O)O)C=C1 (4-(4-hydroxyphenyl)benzoic acid), Cl.C(C)OC([C@@H](N)CC1=CC=CC=C1)=O (L-phenylalanine ethyl ester hydrochloride), CCN=C=NCCCN(C)C.Cl (WSC.HCl), C=1C=CC2=C(C1)N=NN2O (HOBT). The solvent is CN(C)C=O (DMF), C(C)N(CC)CC (triethylamine), O (Water). Run at time 14 hour. The product is crude product, C(C)OC([C@@H](NC(C1=CC=C(C=C1)C1=CC=C(C=C1)O)=O)CC1=CC=CC=C1)=O (4-(4-Hydroxyphenyl)benzoyl-L-phenylalanine ethyl ester). RXN SMILES: [OH:1][C:2]1[CH:7]=[CH:6][C:5]([C:8]2[CH:16]=[CH:15][C:11]([C:12]([OH:14])=O)=[CH:10][CH:9]=2)=[CH:4][CH:3]=1.Cl.[CH2:18]([O:20][C:21](=[O:31])[C@H:22]([CH2:24][C:25]1[CH:30]=[CH:29][CH:28]=[CH:27][CH:26]=1)[NH2:23])[CH3:19].CCN=C=NCCCN(C)C.Cl.C1C=CC2N(O)N=NC=2C=1>CN(C=O)C.O.C(N(CC)CC)C>[CH2:18]([O:20][C:21](=[O:31])[C@H:22]([CH2:24][C:25]1[CH:30]=[CH:29][CH:28]=[CH:27][CH:26]=1)[NH:23][C:12](=[O:14])[C:11]1[CH:10]=[CH:9][C:8]([C:5]2[CH:4]=[CH:3][C:2]([OH:1])=[CH:7][CH:6]=2)=[CH:16][CH:15]=1)[CH3:19] |f:1.2,3.4|. Reported procedure: To a solution of 4-(4-hydroxyphenyl)benzoic acid (3.0 g) and L-phenylalanine ethyl ester hydrochloride (3.38 g) in DMF (30 ml) were added WSC.HCl (2.7 g), HOBT (1.89 g) and triethylamine (2 ml), and the mixture was stirred at room temperature for 14 hours. Water was added to the reaction mixture and the mixture was extracted with ethyl acetate. The organic layer was washed successively with a 10 % aqueous citric acid solution, water, a saturated aqueous sodium hydrogen-carbonate solution, water ... Starting materials: CC(C)(C)[O-], CN(C)C=O, CC1CCCO1, CCOC(C)=O, Oc1cnc(Cl)c(F)c1, COC(=O)c1ccc(F)cc1F, [K+]. The product is COC(=O)c1ccc(F)cc1Oc1cnc(Cl)c(F)c1. Reaction SMILES: [CH3:10][C:11]([O-:12])([CH3:13])[CH3:14].[CH3:28][N:29]([CH3:30])[CH:31]=[O:32].[CH3:33][CH:34]1[CH2:35][CH2:36][CH2:37][O:38]1.[CH3:39][CH2:40][O:41][C:42](=[O:43])[CH3:44].[Cl:1][c:2]1[c:3]([F:9])[cH:4][c:5]([OH:8])[cH:6][n:7]1.[F:16][c:17]1[c:18]([C:19](=[O:20])[O:21][CH3:22])[cH:23][cH:24][c:25]([F:27])[cH:26]1.[K+:15]>>[Cl:1][c:2]1[c:3]([F:9])[cH:4][c:5]([O:8][c:17]2[c:18]([C:19](=[O:20])[O:21][CH3:22])[cH:23][cH:24][c:25]([F:27])[cH:26]2)[cH:6][n:7]1.